From a dataset of the Open Reaction Database (ORD), a public repository of structured organic reaction records. describe an organic reaction: reactants, conditions, products, and yield The reactants are CCCCCCCC(=O)OC(=O)CCCCCCC, CCOCC, CS(=O)(=O)O, Oc1ccccc1O. Product: CCCCCCCC(=O)O, Oc1ccccc1O. As a reaction SMILES: [C:9]([CH2:10][CH2:11][CH2:12][CH2:13][CH2:14][CH2:15][CH3:16])(=[O:17])[O:18][C:19](=[O:20])[CH2:21][CH2:22][CH2:23][CH2:24][CH2:25][CH2:26][CH3:27].[CH2:33]([O:34][CH2:35][CH3:36])[CH3:37].[CH3:28][S:29]([OH:30])(=[O:31])=[O:32].[OH:1][c:2]1[cH:3][cH:4][cH:5][cH:6][c:7]1[OH:8]>>[C:9]([CH2:10][CH2:11][CH2:12][CH2:13][CH2:14][CH2:15][CH3:16])(=[O:17])[OH:18].[OH:1][c:2]1[cH:3][cH:4][cH:5][cH:6][c:7]1[OH:8]. Reactants: Brc1ccc(-c2cccc3c2oc2ccccc23)cc1, CCO, Cc1ccccc1, O=Cc1ccc(B(O)O)cc1, [Na+], [Na+], O=C([O-])[O-], [Pd], c1ccc(P(c2ccccc2)c2ccccc2)cc1, c1ccc(P(c2ccccc2)c2ccccc2)cc1, c1ccc(P(c2ccccc2)c2ccccc2)cc1, c1ccc(P(c2ccccc2)c2ccccc2)cc1. Product: O=Cc1ccc(-c2ccc(-c3cccc4c3oc3ccccc34)cc2)cc1. Reaction SMILES: [Br:12][c:13]1[cH:14][cH:15][c:16](-[c:19]2[cH:20][cH:21][cH:22][c:23]3[c:24]2[o:25][c:26]2[c:27]3[cH:28][cH:29][cH:30][cH:31]2)[cH:17][cH:18]1.[CH3:38][CH2:39][OH:40].[CH3:41][c:42]1[cH:43][cH:44][cH:45][cH:46][cH:47]1.[CH:1](=[O:2])[c:3]1[cH:4][cH:5][c:6]([B:9]([OH:10])[OH:11])[cH:7][cH:8]1.[Na+:32].[Na+:33].[O-:34][C:35](=[O:36])[O-:37].[Pd:48].[c:106]1([P:107]([c:108]2[cH:109][cH:110][cH:111][cH:112][cH:113]2)[c:114]2[cH:115][cH:116][cH:117][cH:118][cH:119]2)[cH:120][cH:121][cH:122][cH:123][cH:124]1.[c:49]1([P:50]([c:51]2[cH:52][cH:53][cH:54][cH:55][cH:56]2)[c:57]2[cH:58][cH:59][cH:60][cH:61][cH:62]2)[cH:63][cH:64][cH:65][cH:66][cH:67]1.[c:68]1([P:69]([c:70]2[cH:71][cH:72][cH:73][cH:74][cH:75]2)[c:76]2[cH:77][cH:78][cH:79][cH:80][cH:81]2)[cH:82][cH:83][cH:84][cH:85][cH:86]1.[c:87]1([P:88]([c:89]2[cH:90][cH:91][cH:92][cH:93][cH:94]2)[c:95]2[cH:96][cH:97][cH:98][cH:99][cH:100]2)[cH:101][cH:102][cH:103][cH:104][cH:105]1>>[CH:1](=[O:2])[c:3]1[cH:4][cH:5][c:6](-[c:13]2[cH:14][cH:15][c:16](-[c:19]3[cH:20][cH:21][cH:22][c:23]4[c:24]3[o:25][c:26]3[c:27]4[cH:28][cH:29][cH:30][cH:31]3)[cH:17][cH:18]2)[cH:7][cH:8]1.